This data is from the Open Reaction Database (ORD), a public repository of structured organic reaction records. The task is: describe an organic reaction: reactants, conditions, products, and yield Starting materials: C(C1=CC=CC=C1)NC1=C(N=C2C(=NC(=NC2=N1)Cl)N1CCS(CC1)=O)Cl (7-benzylamino-2,6-dichloro-4-(1-oxido-thiomorpholino)pteridine), N1CCNCC1 (piperazine). Yields the product C(C1=CC=CC=C1)NC1=C(N=C2C(=NC(=NC2=N1)N1CCNCC1)N1CCS(CC1)=O)Cl (7-Benzylamino-6-chloro-4-(1-oxido-thiomorpholino)-2-piperazino-pteridine). As a reaction SMILES: [CH2:1]([NH:8][C:9]1[N:18]=[C:17]2[C:12]([C:13]([N:20]3[CH2:25][CH2:24][S:23](=[O:26])[CH2:22][CH2:21]3)=[N:14][C:15](Cl)=[N:16]2)=[N:11][C:10]=1[Cl:27])[C:2]1[CH:7]=[CH:6][CH:5]=[CH:4][CH:3]=1.[NH:28]1[CH2:33][CH2:32][NH:31][CH2:30][CH2:29]1>>[CH2:1]([NH:8][C:9]1[N:18]=[C:17]2[C:12]([C:13]([N:20]3[CH2:25][CH2:24][S:23](=[O:26])[CH2:22][CH2:21]3)=[N:14][C:15]([N:28]3[CH2:33][CH2:32][NH:31][CH2:30][CH2:29]3)=[N:16]2)=[N:11][C:10]=1[Cl:27])[C:2]1[CH:7]=[CH:6][CH:5]=[CH:4][CH:3]=1. Reported procedure: This compound was prepared analogous to Example 1 from 7-benzylamino-2,6-dichloro-4-(1-oxido-thiomorpholino)pteridine and piperazine. Starting materials: O (water), BrC1=NC(=CC=C1)N(N)C (2-bromo-6-(1-methylhydrazinyl)pyridine), O=C1CC2CCC(C1)N2C(=O)OC(C)Cl (1-chloroethyl 3-oxo-8-azabicyclo[3.2.1]octane-8-carboxylate), C1(=CC=C(C=C1)S(=O)(=O)O)C (p-toluenesulphonic acid). The solvent is C1(=CC=CC=C1)C (toluene). Product: BrC1=CC=CC(=N1)N(N=C1CC2CCC(C1)N2C(=O)OC(C)Cl)C (1-Chloroethyl 3-(2-(6-bromopyridin-2-yl)-2-methylhydrazono)-8-azabicyclo[3.2.1]octane-8-carboxylate). Isolated yield 20.6%. RXN SMILES: [Br:1][C:2]1[CH:7]=[CH:6][CH:5]=[C:4]([N:8]([CH3:10])[NH2:9])[N:3]=1.O=[C:12]1[CH2:18][CH:17]2[N:19]([C:20]([O:22][CH:23]([Cl:25])[CH3:24])=[O:21])[CH:14]([CH2:15][CH2:16]2)[CH2:13]1.C1(C)C=CC(S(O)(=O)=O)=CC=1.O>C1(C)C=CC=CC=1>[Br:1][C:2]1[N:3]=[C:4]([N:8]([CH3:10])[N:9]=[C:12]2[CH2:13][CH:14]3[N:19]([C:20]([O:22][CH:23]([Cl:25])[CH3:24])=[O:21])[CH:17]([CH2:16][CH2:15]3)[CH2:18]2)[CH:5]=[CH:6][CH:7]=1. Procedure details: A solution of 2-bromo-6-(1-methylhydrazinyl)pyridine (1.60 g, 7.90 mmol), 1-chloroethyl 3-oxo-8-azabicyclo[3.2.1]octane-8-carboxylate (1.80 g, 7.90 mmol) and p-toluenesulphonic acid (300 mg, 1.60 mmol) in toluene (50 mL) was heated under reflux, with water removal (azeotrope), for 3 h. The mixture was cooled to room temperature and concentrated. The residue was purified by flash column chromatography (silica gel, 0%-100% solvent mixture B in methylene chloride; solvent mixture B=80:18:2 methylen... Starting materials: [BH4-], CO, CC(C)Oc1cccc(C=O)c1, [Na+]. The product is CC(C)Oc1cccc(CO)c1. As a reaction SMILES: [BH4-:13].[CH3:15][OH:16].[CH:1]([CH3:2])([CH3:3])[O:4][c:5]1[cH:6][c:7]([CH:8]=[O:9])[cH:10][cH:11][cH:12]1.[Na+:14]>>[CH:1]([CH3:2])([CH3:3])[O:4][c:5]1[cH:6][c:7]([CH2:8][OH:9])[cH:10][cH:11][cH:12]1. Reactants: [BH-](OC(=O)C)(OC(=O)C)OC(=O)C.[Na+] (NaBH(OAc)3), ClC1=CC=C(C=C1)C1=NOC(=C1)CCC=O (3-[3-(4-chlorophenyl)isoxazol-5-yl]propanal), Cl.ClC1=C(C=CC=C1)N1CCCCC1 ((2-chlorophenyl)piperidine HCl), C(C)(C)N(CC)C(C)C (diisopropylethyl amine). The solvent is C(Cl)Cl (methylene chloride). Product: ClC1=CC=C(C=C1)C1=NOC(=C1)CCCN1CCN(CC1)C1=C(C=CC=C1)Cl (3-(4-Chlorophenyl)-5-{3-[4-(2-chlorophenyl)piperazinyl]propyl}isoxazole). Isolated yield 87.4%. RXN SMILES: [Cl:1][C:2]1[CH:7]=[CH:6][C:5]([C:8]2[CH:12]=[C:11]([CH2:13][CH2:14][CH:15]=O)[O:10][N:9]=2)=[CH:4][CH:3]=1.Cl.[Cl:18][C:19]1[CH:24]=[CH:23][CH:22]=[CH:21][C:20]=1[N:25]1[CH2:30][CH2:29]C[CH2:27][CH2:26]1.C([N:34](C(C)C)CC)(C)C.[BH-](OC(C)=O)(OC(C)=O)OC(C)=O.[Na+]>C(Cl)Cl>[Cl:1][C:2]1[CH:7]=[CH:6][C:5]([C:8]2[CH:12]=[C:11]([CH2:13][CH2:14][CH2:15][N:34]3[CH2:29][CH2:30][N:25]([C:20]4[CH:21]=[CH:22][CH:23]=[CH:24][C:19]=4[Cl:18])[CH2:26][CH2:27]3)[O:10][N:9]=2)=[CH:4][CH:3]=1 |f:1.2,4.5|. Procedure: About 2 min after dissolving 3-[3-(4-chlorophenyl)isoxazol-5-yl]propanal (27.3 mg, 0.12 mmol), (2-chlorophenyl)piperidine HCl (22.6 mg, 0.10 mmol), and diisopropylethyl amine (16.9, 0.10 mmol) in 2 mL of dry methylene chloride, were added NaBH(OAc)3 (61.7 mg, 0.29 mmol) and molecular sieves (5 beads). The reaction mixture was reacted for 22 hr and followed the same processes as in Example 1 to obtain 36.4 mg (90.3%) of the target compound. Starting materials: CCN(C(C)C)C(C)C (DIEA), C(=O)(OC(C)(C)C)N[C@@H](C)C(=O)O (Boc-alanine), C=1C=CC2=C(C1)N=NN2O (HOBT), C(CCl)Cl (EDC), C(C)(C)(C)OC(=O)N1C(CCCC1)C(NC1C(OC(C1)=O)OCC1=CC=CC=C1)=O (2-(2-Benzyloxy-5-oxo-tetrahydro-furan-3-ylcarbamoyl)-piperidine-1-carboxylic acid-tert butyl ester). Run in C(Cl)Cl (CH2Cl2), C(C)OCC (diethyl ether), C(=O)(C(F)(F)F)O (TFA), C(Cl)Cl (CH2Cl2). Reaction conditions: time 50 minute. Yields the product C(C)(C)(C)OC(NC(C(=O)N1C(CCCC1)C(NC1C(OC(C1)=O)OCC1=CC=CC=C1)=O)C)=O ({2-[2-(2-Benzyloxy-5-oxo-tetrahydro-furan-3-ylcarbamoyl)-piperidin-1-yl]-1-methyl-2-oxo-ethyl}-carbamic acid tert-butyl ester). The yield is 73.0%. Reaction SMILES: C(O[C:6]([N:8]1[CH2:13][CH2:12][CH2:11][CH2:10][CH:9]1[C:14](=[O:30])[NH:15][CH:16]1[CH2:20][C:19](=[O:21])[O:18][CH:17]1[O:22][CH2:23][C:24]1[CH:29]=[CH:28][CH:27]=[CH:26][CH:25]=1)=[O:7])(C)(C)C.CCN(C(C)C)C(C)C.[C:40]([NH:47][C@H:48](C(O)=O)[CH3:49])([O:42][C:43]([CH3:46])([CH3:45])[CH3:44])=[O:41].C1C=CC2N(O)N=NC=2C=1.C(Cl)CCl>C(O)(C(F)(F)F)=O.C(Cl)Cl.C(OCC)C>[C:43]([O:42][C:40](=[O:41])[NH:47][CH:48]([CH3:49])[C:6]([N:8]1[CH2:13][CH2:12][CH2:11][CH2:10][CH:9]1[C:14](=[O:30])[NH:15][CH:16]1[CH2:20][C:19](=[O:21])[O:18][CH:17]1[O:22][CH2:23][C:24]1[CH:25]=[CH:26][CH:27]=[CH:28][CH:29]=1)=[O:7])([CH3:46])([CH3:45])[CH3:44]. Procedure details: 2-(2-Benzyloxy-5-oxo-tetrahydro-furan-3-ylcarbamoyl)-piperidine-1-carboxylic acid tert-butyl ester (100) was dissolved in 20% TFA in CH2Cl2 (25 mL) and stirred at room temperature for 50 min. The solvent was evaporated and the residual acid azeotroped with CH2Cl (4×). The resulting oil was dissolved in CH2Cl2 (20 mL) and DMF (5 mL), cooled to 0° C. and treated with DIEA (4.7 mL, 27.0 mmol), Boc-alanine (970 mg, 5.1 mmol), HOBT (924 mg, 6.8 mmol) and EDC (1.31 g, 6.8 mmol) and the solution stirre...